Dataset: the Open Reaction Database (ORD), a public repository of structured organic reaction records. Task: describe an organic reaction: reactants, conditions, products, and yield The product is Cc1cc(C#N)cc2nc(-c3ccc(NC(=O)COC(C)(C)C(F)(F)F)cn3)oc12. Reaction SMILES: [CH:33]([N:34]([CH:35]([CH3:36])[CH3:37])[CH2:38][CH3:39])([CH3:40])[CH3:41].[Cl-:1].[F:2][C:3]([C:4]([O:5][CH2:6][C:7](=[O:8])[OH:9])([CH3:10])[CH3:11])([F:12])[F:13].[NH2:14][c:15]1[cH:16][cH:17][c:18](-[c:21]2[o:22][c:23]3[c:24]([n:25]2)[cH:26][c:27]([C:31]#[N:32])[cH:28][c:29]3[CH3:30])[n:19][cH:20]1>>[F:2][C:3]([C:4]([O:5][CH2:6][C:7](=[O:9])[NH:14][c:15]1[cH:16][cH:17][c:18](-[c:21]2[o:22][c:23]3[c:24]([n:25]2)[cH:26][c:27]([C:31]#[N:32])[cH:28][c:29]3[CH3:30])[n:19][cH:20]1)([CH3:10])[CH3:11])([F:12])[F:13]. The reactants are CCN(C(C)C)C(C)C, [Cl-], CC(C)(OCC(=O)O)C(F)(F)F, Cc1cc(C#N)cc2nc(-c3ccc(N)cn3)oc12.